This data is from the Open Reaction Database (ORD), a public repository of structured organic reaction records. The task is: describe an organic reaction: reactants, conditions, products, and yield Starting materials: NC=1SC(=C(N1)/C(/C(=O)O)=N/O)F (2-(2-Amino-5-fluorothiazol-4-yl)-2-(Z)-(hydroxyimino) acetic acid), C(C)(=O)OC(C)=O (acetic anhydride), C(C)(C)OC(C)C (isopropyl ether). The solvent is C(=O)O (formic acid). Reaction conditions: temperature 30 celsius, time 30 minute. Product: FC1=C(N=C(S1)NC=O)/C(/C(=O)O)=N/OC=O (2-(5-fluoro-2-formylaminothiazol-4-yl)-2-(Z)-(formyloxyimino)acetic acid). RXN SMILES: [C:1](OC(=O)C)(=[O:3])C.[NH2:8][C:9]1[S:10][C:11]([F:20])=[C:12](/[C:14](=[N:18]/[OH:19])/[C:15]([OH:17])=[O:16])[N:13]=1.[CH:21]([O:24]C(C)C)(C)C>C(O)=O>[F:20][C:11]1[S:10][C:9]([NH:8][CH:1]=[O:3])=[N:13][C:12]=1/[C:14](=[N:18]/[O:19][CH:21]=[O:24])/[C:15]([OH:17])=[O:16]. Reported procedure: A mixture of acetic anhydride (2.7 ml) and formic acid (2.2 ml) was stirring for 30 minutes at 30° C. 2-(2-Amino-5-fluorothiazol-4-yl)-2-(Z)-(hydroxyimino) acetic acid (1.2 g) was added thereto with stirring under ice cooling, and the mixture was stirred for 3 hours at 25 to 35° C. The reaction mixture was poured into an isopropyl ether (50 ml). The resulting precipitate was collected by filtration, dried under reduced pressure to give 2-(5-fluoro-2-formylaminothiazol-4-yl)-2-(Z)-(formyloxyimino... Starting materials: CCOC(=O)CP(=O)(OCC)OCC, CC[O-], CCO, CCO, [Na+], O=Cc1cc2ccccc2s1. Yields the product CCOC(=O)C=Cc1cc2ccccc2s1. RXN SMILES: [CH3:12][CH2:13][O:14][C:15](=[O:16])[CH2:17][P:18]([O:19][CH2:20][CH3:21])([O:22][CH2:23][CH3:24])=[O:25].[CH3:26][CH2:27][O-:28].[CH3:30][CH2:31][OH:32].[CH3:33][CH2:34][OH:35].[Na+:29].[s:1]1[c:2]2[c:3]([cH:4][c:5]1[CH:6]=[O:7])[cH:8][cH:9][cH:10][cH:11]2>>[s:1]1[c:2]2[c:3]([cH:4][c:5]1[CH:6]=[CH:17][C:15]([O:14][CH2:13][CH3:12])=[O:16])[cH:8][cH:9][cH:10][cH:11]2.